This data is from the Open Reaction Database (ORD), a public repository of structured organic reaction records. The task is: describe an organic reaction: reactants, conditions, products, and yield Reactants: COc1cc(OC)c(CCC2(C3CCCC3)CC(=O)CC(=O)O2)cc1Cl, CCc1noc(CCl)n1. Yields the product CCc1noc(CC2=C(O)CC(CCc3cc(Cl)c(OC)cc3OC)(C3CCCC3)OC2=O)n1. RXN SMILES: [Cl:10][c:11]1[c:12]([O:34][CH3:35])[cH:13][c:14]([O:32][CH3:33])[c:15]([CH2:17][CH2:18][C:19]2([CH:27]3[CH2:28][CH2:29][CH2:30][CH2:31]3)[CH2:20][C:21](=[O:26])[CH2:22][C:23](=[O:25])[O:24]2)[cH:16]1.[Cl:1][CH2:2][c:3]1[n:4][c:5]([CH2:8][CH3:9])[n:6][o:7]1>>[CH2:2]([c:3]1[n:4][c:5]([CH2:8][CH3:9])[n:6][o:7]1)[C:22]1=[C:21]([OH:26])[CH2:20][C:19]([CH2:18][CH2:17][c:15]2[c:14]([O:32][CH3:33])[cH:13][c:12]([O:34][CH3:35])[c:11]([Cl:10])[cH:16]2)([CH:27]2[CH2:28][CH2:29][CH2:30][CH2:31]2)[O:24][C:23]1=[O:25]. Reactants: ClC=1C=C(C=C(C1C[C@H]1C(N(CC1)[C@@H]1CC2=CN(N=C2CC1)S(=O)(=O)C(F)(F)F)=O)Cl)OS(=O)(=O)C(F)(F)F ((3R,5S)-Trifluoro-methanesulfonic acid 3,5-dichloro-4-[2-oxo-1-(2-trifluoromethanesulfonyl-4,5,6,7-tetrahydro-2H-indazol-5-yl)-pyrrolidin-3-ylmethyl]-phenyl ester), C1(=CC=CC=C1)C1CCNCC1 (4-phenylpiperidine), [Li+].[OH-] (LiOH). Run in C(C)(=O)OCC (ethyl acetate), 1-methyl-2-pyrrolidine. Run at time 16 hour. Yields the product ClC1=C(C[C@H]2C(N(CC2)[C@@H]2CC3=CNN=C3CC2)=O)C(=CC(=C1)N1CCC(CC1)C1=CC=CC=C1)Cl ((3R,5S)-3-[2,6-Dichloro-4-(4-phenyl-piperidin-1-yl)-benzyl]-1-(4,5,6,7-tetrahydro-2H-indazol-5-yl)-pyrrolidin-2-one). The yield is 48.1%. Reaction SMILES: [Cl:1][C:2]1[CH:3]=[C:4](OS(C(F)(F)F)(=O)=O)[CH:5]=[C:6]([Cl:31])[C:7]=1[CH2:8][C@@H:9]1[CH2:13][CH2:12][N:11]([C@H:14]2[CH2:22][CH2:21][C:20]3[C:16](=[CH:17][N:18](S(C(F)(F)F)(=O)=O)[N:19]=3)[CH2:15]2)[C:10]1=[O:30].[C:40]1([CH:46]2[CH2:51][CH2:50][NH:49][CH2:48][CH2:47]2)[CH:45]=[CH:44][CH:43]=[CH:42][CH:41]=1.[Li+].[OH-]>C(OCC)(=O)C>[Cl:1][C:2]1[CH:3]=[C:4]([N:49]2[CH2:50][CH2:51][CH:46]([C:40]3[CH:45]=[CH:44][CH:43]=[CH:42][CH:41]=3)[CH2:47][CH2:48]2)[CH:5]=[C:6]([Cl:31])[C:7]=1[CH2:8][C@@H:9]1[CH2:13][CH2:12][N:11]([C@H:14]2[CH2:22][CH2:21][C:20]3[C:16](=[CH:17][NH:18][N:19]=3)[CH2:15]2)[C:10]1=[O:30] |f:2.3|. Reported procedure: Heat a solution of (3R,5S)-Trifluoro-methanesulfonic acid 3,5-dichloro-4-[2-oxo-1-(2-trifluoromethanesulfonyl-4,5,6,7-tetrahydro-2H-indazol-5-yl)-pyrrolidin-3-ylmethyl]-phenyl ester (Preparation 43) (0.10 g, 0.155 mmol) and 4-phenylpiperidine (0.063 g, 0.39 mmol) in 1-methyl-2-pyrrolidine (2.5 mL) to 201° C. for 1.5 hours in a microwave reactor. Cool the reaction to room temperature and treat with 2M LiOH (1 mL) and stir for 16 hours at room temperature. Dilute the reaction with ethyl acetate an...